This data is from the Open Reaction Database (ORD), a public repository of structured organic reaction records. The task is: describe an organic reaction: reactants, conditions, products, and yield The yield is 41.3%. The product is C1(=CC=CC=C1)S(=O)(=O)NC1=NC=CC(=N1)C1=CC2=C(N=C(S2)NC(C)=O)C=C1 (N-(6-(2-(phenylsulfonamido)pyrimidin-4-yl)benzo[d]thiazol-2-yl)acetamide). RXN SMILES: [C:1]1([S:7]([NH2:10])(=[O:9])=[O:8])[CH:6]=[CH:5][CH:4]=[CH:3][CH:2]=1.[H-].[Na+].Cl[C:14]1[N:19]=[C:18]([C:20]2[CH:32]=[CH:31][C:23]3[N:24]=[C:25]([NH:27][C:28](=[O:30])[CH3:29])[S:26][C:22]=3[CH:21]=2)[CH:17]=[CH:16][N:15]=1>CS(C)=O>[C:1]1([S:7]([NH:10][C:14]2[N:19]=[C:18]([C:20]3[CH:32]=[CH:31][C:23]4[N:24]=[C:25]([NH:27][C:28](=[O:30])[CH3:29])[S:26][C:22]=4[CH:21]=3)[CH:17]=[CH:16][N:15]=2)(=[O:9])=[O:8])[CH:6]=[CH:5][CH:4]=[CH:3][CH:2]=1 |f:1.2|. Starting materials: [H-].[Na+] (NaH), C1(=CC=CC=C1)S(=O)(=O)N (Benzenesulfonamide), ClC1=NC=CC(=N1)C1=CC2=C(N=C(S2)NC(C)=O)C=C1 (N-(6-(2-Chloropyrimidin-4-yl)benzo[d]thiazol-2-yl)acetamide). The solvent is CS(=O)C (DMSO). Procedure details: Benzenesulfonamide (150 mg, 0.954 mmol) was dissolved in DMSO (1.5 mL) and NaH (56.1 mg, 1.40 mmol, 60% in mineral oil) was added, and the reaction mixture was stirred at RT for 1 hour. N-(6-(2-Chloropyrimidin-4-yl)benzo[d]thiazol-2-yl)acetamide (50.2 mg, 0.165 mmol) was added, and the reaction flask was placed in a preheated oil bath (125° C.) and stirred under nitrogen. The reaction was stirred for 21 hours, and then cooled to RT and quenched with MeOH. The suspension was filtered through a pa... Run at time 1 hour. Starting materials: [H-].[Na+] (sodium hydride), BrC1=C(C=C2C=CNC(C2=C1)=O)F (7-Bromo-6-fluoro-2H-isoquinolin-1-one), COC1=CC=C(CCl)C=C1 (4-methoxy benzylchloride). Run in CC(=O)N(C)C (dimethyl acetamide), CC(=O)N(C)C (dimethyl acetamide). The product is BrC1=C(C=C2C=CN(C(C2=C1)=O)CC1=CC=C(C=C1)OC)F (7-Bromo-6-fluoro-2-(4-methoxy-benzyl)-2H-isoquinolin-1-one). The yield is 116.3%. As a reaction SMILES: [Br:1][C:2]1[CH:11]=[C:10]2[C:5]([CH:6]=[CH:7][NH:8][C:9]2=[O:12])=[CH:4][C:3]=1[F:13].[H-].[Na+].[CH3:16][O:17][C:18]1[CH:25]=[CH:24][C:21]([CH2:22]Cl)=[CH:20][CH:19]=1>CC(N(C)C)=O>[Br:1][C:2]1[CH:11]=[C:10]2[C:5]([CH:6]=[CH:7][N:8]([CH2:22][C:21]3[CH:24]=[CH:25][C:18]([O:17][CH3:16])=[CH:19][CH:20]=3)[C:9]2=[O:12])=[CH:4][C:3]=1[F:13] |f:1.2|. Procedure details: 9.66 g (39.9 mmol) of 7-Bbromo-6-fluoro-2H-isoquinolin-1-one (95) were dissolved in 180 ml of dimethyl acetamide and 1.92 g (48.0 mmol) of sodium hydride (60%) were added. After 1 h at room temperature a solution of 7.50 g (48.0 mmol) of 4-methoxy benzylchloride in 25 ml of dimethyl acetamide was added. The mixture was stirred at room temperature until complete conversion was achieved. The solvent was removed under reduced pressure, the residue was taken up in saturated sodium bicarbonate soluti... The reactants are C28H32ClN5O5S, ClCl (chlorine), C(C)(C)(C)OC(=O)N1C(=NC2=C1C=CC(=C2)Cl)C(CCC(=O)O)NC(C2=CC(=C(C=C2)C(=O)N2CCCC2)C)=O (N-[1-(1-tert-butoxycarbonyl-5-chloro-1H-benzimidazol-2-yl)-3-hydroxycarbonylpropyl]-3-methyl-4-(pyrrolidin-1-ylcarbonyl)benzamide), CN(C)C(=[N+](C)C)ON1C2=C(C=CC=C2)N=N1.[B-](F)(F)(F)F (TBTU), C(C)(C)N(CC)C(C)C (diisopropylethylamine), N1CCS(CC1)(=O)=O (thiomorpholine-1,1-dioxide), FC(C(=O)O)(F)F (trifluoroacetic acid). Reaction SMILES: C(OC([N:8]1[C:12]2[CH:13]=[CH:14][C:15]([Cl:17])=[CH:16][C:11]=2[N:10]=[C:9]1[CH:18]([NH:24][C:25](=[O:40])[C:26]1[CH:31]=[CH:30][C:29]([C:32]([N:34]2[CH2:38][CH2:37][CH2:36][CH2:35]2)=[O:33])=[C:28]([CH3:39])[CH:27]=1)[CH2:19][CH2:20][C:21](O)=[O:22])=O)(C)(C)C.CN(C(ON1N=NC2C=CC=CC1=2)=[N+](C)C)C.[B-](F)(F)(F)F.C(N(C(C)C)CC)(C)C.[NH:72]1[CH2:77][CH2:76][S:75](=[O:79])(=[O:78])[CH2:74][CH2:73]1.FC(F)(F)C(O)=O.ClCl>C(#N)C.C(OCC)(=O)C.C(O)C>[Cl:17][C:15]1[CH:14]=[CH:13][C:12]2[NH:8][C:9]([C@@H:18]([NH:24][C:25](=[O:40])[C:26]3[CH:31]=[CH:30][C:29]([C:32]([N:34]4[CH2:35][CH2:36][CH2:37][CH2:38]4)=[O:33])=[C:28]([CH3:39])[CH:27]=3)[CH2:19][CH2:20][C:21]([N:72]3[CH2:77][CH2:76][S:75](=[O:79])(=[O:78])[CH2:74][CH2:73]3)=[O:22])=[N:10][C:11]=2[CH:16]=1 |f:1.2,8.9|. Isolated yield 69.0%. Procedure: Prepared analogously to Example 1g from N-[1-(1-tert-butoxycarbonyl-5-chloro-1H-benzimidazol-2-yl)-3-hydroxycarbonylpropyl]-3-methyl-4-(pyrrolidin-1-ylcarbonyl)benzamide, TBTU, diisopropylethylamine, thiomorpholine-1,1-dioxide in acetonitrile, and subsequent reaction with trifluoroacetic acid analogously to Example 17. Yield: 69%; Rf value: 0.50 (silica gel; ethyl acetate/ethanol=7:3); C28H32ClN5O5S (586.11); mass spectrum: (M+H)+=586/588 (chlorine isotope). The product is ClC1=CC2=C(NC(=N2)[C@H](CCC(=O)N2CCS(CC2)(=O)=O)NC(C2=CC(=C(C=C2)C(=O)N2CCCC2)C)=O)C=C1 (N-[(1S)-1-(5-chloro-1H-benzimidazol-2-yl)-3-(1,1-dioxo-1-thiomorpholine-4-ylcarbonyl]propyl]-3-methyl-4-(pyrrolidin-1-ylcarbonyl)benzamide). The solvent is C(C)(=O)OCC.C(C)O (ethyl acetate ethanol), C(C)#N (acetonitrile). Reactants: OC1=NC(=NC=C1C(=O)OCC)N1CCC2=CC=CC=C12 (ethyl 4-hydroxy-2-(2,3-dihydro-1H-indol-1-yl)-5-pyrimidinecarboxylate), C([O-])([O-])=O.[K+].[K+] (potassium carbonate), [I-].[Na+] (sodium iodide), COC1=CC=C(CCl)C=C1 (4-methoxybenzyl chloride). The solvent is O (water), CN(C=O)C (N,N-dimethylformamide). Conditions: temperature 80 celsius, time 18 hour. The product is N1(CCC2=CC=CC=C12)C1=NC=C(C(=N1)OCC1=CC=C(C=C1)OC)C(=O)OCC (Ethyl 2-(2,3-dihydro-1H-indol-1-yl)-4-[(4-methoxybenzyl)oxy]-5-pyrimidinecarboxylate). Isolated yield 77.5%. RXN SMILES: [OH:1][C:2]1[C:7]([C:8]([O:10][CH2:11][CH3:12])=[O:9])=[CH:6][N:5]=[C:4]([N:13]2[C:21]3[C:16](=[CH:17][CH:18]=[CH:19][CH:20]=3)[CH2:15][CH2:14]2)[N:3]=1.C(=O)([O-])[O-].[K+].[K+].[I-].[Na+].[CH3:30][O:31][C:32]1[CH:39]=[CH:38][C:35]([CH2:36]Cl)=[CH:34][CH:33]=1>CN(C)C=O.O>[N:13]1([C:4]2[N:3]=[C:2]([O:1][CH2:36][C:35]3[CH:38]=[CH:39][C:32]([O:31][CH3:30])=[CH:33][CH:34]=3)[C:7]([C:8]([O:10][CH2:11][CH3:12])=[O:9])=[CH:6][N:5]=2)[C:21]2[C:16](=[CH:17][CH:18]=[CH:19][CH:20]=2)[CH2:15][CH2:14]1 |f:1.2.3,4.5|. Procedure: To a solution of ethyl 4-hydroxy-2-(2,3-dihydro-1H-indol-1-yl)-5-pyrimidinecarboxylate (500 mg, 1.75 mmol) in N,N-dimethylformamide (10 mL) were added potassium carbonate (500 g, 4 mmol), sodium iodide (300 mg, 2 mmol) and 4-methoxybenzyl chloride (0.29 mL, 2 mmol), and the mixture was stirred at 80° C. for 18 h. The reaction mixture was allowed to cool to room temperature and water was added. The precipitated crystals were collected by filtration, washed several times with cold water and cold e... The reactants are CCCCOc1c(-c2c(F)ccc3sc(C(C)=O)cc23)cc(C(C)C)cc1C(C)C, CCOC(=O)CP(=O)(OCC)OCC, [H-], [Na+], CN(C)C=O, O. Product: CCCCOc1c(-c2c(F)ccc3sc(C(C)=CC(=O)OCC)cc23)cc(C(C)C)cc1C(C)C. As a reaction SMILES: [C:17]([CH3:18])(=[O:19])[c:20]1[cH:21][c:22]2[c:23]([s:24]1)[cH:25][cH:26][c:27]([F:46])[c:28]2-[c:29]1[c:30]([O:41][CH2:42][CH2:43][CH2:44][CH3:45])[c:31]([CH:38]([CH3:39])[CH3:40])[cH:32][c:33]([CH:35]([CH3:36])[CH3:37])[cH:34]1.[CH3:3][CH2:4][O:5][C:6](=[O:7])[CH2:8][P:9]([O:10][CH2:11][CH3:12])([O:13][CH2:14][CH3:15])=[O:16].[H-:2].[Na+:1].[O:48]=[CH:49][N:50]([CH3:51])[CH3:52].[OH2:47]>>[CH3:3][CH2:4][O:5][C:6](=[O:7])[CH:8]=[C:17]([CH3:18])[c:20]1[cH:21][c:22]2[c:23]([s:24]1)[cH:25][cH:26][c:27]([F:46])[c:28]2-[c:29]1[c:30]([O:41][CH2:42][CH2:43][CH2:44][CH3:45])[c:31]([CH:38]([CH3:39])[CH3:40])[cH:32][c:33]([CH:35]([CH3:36])[CH3:37])[cH:34]1. Starting materials: C(C)(=O)C=1C=C2CC(NC2=CC1)=O (5-acetyl-2-oxindole), N1C(=CC2=CC=CC=C12)C=O (indole-2-carbaldehyde), N1CCCCC1 (piperidine). The solvent is C(C)O (ethanol). Conditions: time 3 hour. Yields the product C(C)(=O)C=1C=C2C(C(NC2=CC1)=O)=CC=1NC2=CC=CC=C2C1 (5-acetyl-3-(1H-indol-2-ylmethylene)-1,3-dihydro-indol-2-one). The yield is 87.6%. As a reaction SMILES: [C:1]([C:4]1[CH:5]=[C:6]2[C:10](=[CH:11][CH:12]=1)[NH:9][C:8](=[O:13])[CH2:7]2)(=[O:3])[CH3:2].[NH:14]1[C:22]2[C:17](=[CH:18][CH:19]=[CH:20][CH:21]=2)[CH:16]=[C:15]1[CH:23]=O.N1CCCCC1>C(O)C>[C:1]([C:4]1[CH:5]=[C:6]2[C:10](=[CH:11][CH:12]=1)[NH:9][C:8](=[O:13])[C:7]2=[CH:23][C:15]1[NH:14][C:22]2[C:17]([CH:16]=1)=[CH:18][CH:19]=[CH:20][CH:21]=2)(=[O:3])[CH3:2]. Procedure: A mixture of 5-acetyl-2-oxindole (88 mg), indole-2-carbaldehyde (87 mg) and piperidine (4 mg) in ethanol (2 mL) was held in a sealed tube at 90° C. for 3 hours. The mixture was cooled to room temperature. The solid which formed was collected by vacuum filtration, washed with cold ethanol and dried in a vacuum oven to give 133 mg (88% yield) of 5-acetyl-3-(1H-indol-2-ylmethylene)-1,3-dihydro-indol-2-one as an orange solid. Reaction SMILES: [NH2:1][C:2]1[C:7]([Cl:8])=[C:6]([O:9][CH2:10][CH3:11])[N:5]=[C:4]([C:12]([OH:14])=O)[CH:3]=1.ClC1C=CC(C(O)=O)=CC=1OC.Cl.Cl.Cl.[N:30]1[CH:35]=[CH:34][CH:33]=[CH:32][C:31]=1[C:36]1[S:37][C:38]([CH2:41][N:42]2[CH2:47][CH2:46][CH:45]([CH2:48][NH2:49])[CH2:44][CH2:43]2)=[CH:39][N:40]=1>>[NH2:1][C:2]1[C:7]([Cl:8])=[C:6]([O:9][CH2:10][CH3:11])[N:5]=[C:4]([C:12]([NH:49][CH2:48][CH:45]2[CH2:46][CH2:47][N:42]([CH2:41][C:38]3[S:37][C:36]([C:31]4[CH:32]=[CH:33][CH:34]=[CH:35][N:30]=4)=[N:40][CH:39]=3)[CH2:43][CH2:44]2)=[O:14])[CH:3]=1 |f:2.3.4.5|. Reported procedure: According to the same procedure described in Example 16 and starting with 4-amino-5-chloro-6-ethoxypicolinic acid (prepared according to the reported preparation in J. Med. Chem. 2006, 49, 4455) instead of 4-chloro-3-methoxybenzoic acid and the compound prepared in Example 214 instead of the compound prepared in Example 9, the title compound having the following physical data was obtained. 1H NMR (DMSO-d6): δ 8.61 (d, J=4.7 Hz, 1H), 8.33 (t, J=6.4 Hz, 1H), 8.09 (d, J=7.9 Hz, 1H), 7.94 (td, J=1.7... Product: NC1=CC(=NC(=C1Cl)OCC)C(=O)NCC1CCN(CC1)CC1=CN=C(S1)C1=NC=CC=C1 (4-Amino-5-chloro-6-ethoxy-N-((1-((2-(pyridin-2-yl)thiazol-5-yl)methyl)piperidin-4-yl)methyl)picolinamide). Reactants: NC1=CC(=NC(=C1Cl)OCC)C(=O)O (4-amino-5-chloro-6-ethoxypicolinic acid), ClC1=C(C=C(C(=O)O)C=C1)OC (4-chloro-3-methoxybenzoic acid), Cl.Cl.Cl.N1=C(C=CC=C1)C=1SC(=CN1)CN1CCC(CC1)CN ((1-((2-(Pyridin-2-yl)thiazol-5-yl)methyl)piperidin-4-yl)methanamine Trihydrochloride). Starting materials: Cn1nc(-c2cc(N)c(Cl)cc2F)c(Cl)c1C(F)(F)F, [N-]=[N+]=[N-], CC(C)(C)ON=O, [Na+], O, O=C(O)C(F)(F)F. The product is Cn1nc(-c2cc(N=[N+]=[N-])c(Cl)cc2F)c(Cl)c1C(F)(F)F. Reaction SMILES: [Cl:12][c:13]1[c:14]([NH2:15])[cH:16][c:17](-[c:21]2[n:22][n:23]([CH3:31])[c:24]([C:27]([F:28])([F:29])[F:30])[c:25]2[Cl:26])[c:18]([F:20])[cH:19]1.[N-:9]=[N+:10]=[N-:11].[N:1]([O:2][C:3]([CH3:4])([CH3:5])[CH3:6])=[O:7].[Na+:8].[OH2:32].[OH:33][C:34]([C:35]([F:36])([F:37])[F:38])=[O:39]>>[N:9](=[N+:10]=[N-:11])[c:14]1[c:13]([Cl:12])[cH:19][c:18]([F:20])[c:17](-[c:21]2[n:22][n:23]([CH3:31])[c:24]([C:27]([F:28])([F:29])[F:30])[c:25]2[Cl:26])[cH:16]1.